This data is from the Open Reaction Database (ORD), a public repository of structured organic reaction records. The task is: describe an organic reaction: reactants, conditions, products, and yield Reactants: [Cl-].[In+3].[Cl-].[Cl-] (indium(III) chloride), FC(C(=O)O)(F)F (trifluoroacetic acid), FC=1C=C2C=CNC2=C(C1)CS(=O)(=O)C (5-Fluoro-7-[(methylsulfonyl)methyl]-1H-indole), OC(C1C(C1)C#N)C1=CC=C(C=C1)C (2-[Hydroxy(4-methylphenyl)methyl]cyclopropanecarbonitrile). Run in ClCCCl (1,2-dichloroethane), ClCCl (dichloromethane). Yields the product FC=1C=C2C(=CNC2=C(C1)CS(=O)(=O)C)C(C1C(C1)C#N)C1=CC=C(C=C1)C (2-[{5-Fluoro-7-[(methylsulfonyl)methyl]-1H-indol-3-yl}(4-methylphenyl)methyl]cyclopropane-carbonitrile). RXN SMILES: [Cl-].[In+3].[Cl-].[Cl-].FC(F)(F)C(O)=O.[F:12][C:13]1[CH:14]=[C:15]2[C:19](=[C:20]([CH2:22][S:23]([CH3:26])(=[O:25])=[O:24])[CH:21]=1)[NH:18][CH:17]=[CH:16]2.O[CH:28]([C:34]1[CH:39]=[CH:38][C:37]([CH3:40])=[CH:36][CH:35]=1)[CH:29]1[CH2:31][CH:30]1[C:32]#[N:33]>ClCCCl.ClCCl>[F:12][C:13]1[CH:14]=[C:15]2[C:19](=[C:20]([CH2:22][S:23]([CH3:26])(=[O:24])=[O:25])[CH:21]=1)[NH:18][CH:17]=[C:16]2[CH:28]([C:34]1[CH:35]=[CH:36][C:37]([CH3:40])=[CH:38][CH:39]=1)[CH:29]1[CH2:31][CH:30]1[C:32]#[N:33] |f:0.1.2.3|. Procedure details: 3.63 g (16.4 mmol) of indium(III) chloride and 1.9 ml (24.6 mmol) of trifluoroacetic acid were added to 4.23 g (16.4 mmol) of the compound from Example 87A and 2.56 g (13.7 mmol) of the compound from Example 158A under argon in 300 ml of 1,2-dichloroethane, and the mixture was stirred under reflux for 4 h. It was diluted with dichloromethane and washed with water and saturated aqueous sodium bicarbonate solution, dried over magnesium sulfate, filtered and concentrated. The residue was purified b... The reactants are [Cu+2], Cc1nn(-c2ccc(N)cc2F)c(=O)n1C(F)F, [Fe+2], O=N[O-], [Na+], O, O, O, O, O, O, O, O, O, O, O, O, O, O=S(=O)(O)O, O=S(=O)([O-])[O-], O=S(=O)([O-])[O-]. Yields the product Cc1nn(-c2ccc(O)cc2F)c(=O)n1C(F)F. Reaction SMILES: [Cu+2:39].[F:1][c:2]1[c:3](-[n:9]2[n:10][c:11]([CH3:18])[n:12]([CH:15]([F:16])[F:17])[c:13]2=[O:14])[cH:4][cH:5][c:6]([NH2:8])[cH:7]1.[Fe+2:52].[N:19](=[O:20])[O-:21].[Na+:22].[OH2:28].[OH2:29].[OH2:30].[OH2:31].[OH2:32].[OH2:33].[OH2:40].[OH2:41].[OH2:42].[OH2:43].[OH2:44].[OH2:45].[OH2:46].[S:23](=[O:24])(=[O:25])([OH:26])[OH:27].[S:34]([O-:35])([O-:36])(=[O:37])=[O:38].[S:47]([O-:48])([O-:49])(=[O:50])=[O:51]>>[F:1][c:2]1[c:3](-[n:9]2[n:10][c:11]([CH3:18])[n:12]([CH:15]([F:16])[F:17])[c:13]2=[O:14])[cH:4][cH:5][c:6]([OH:20])[cH:7]1. Starting materials: ClC1=NC(=CC(=C1)NC1=CC=C(C=C1)C)Cl ((2,6-dichloro-pyridin-4-yl)-p-tolyl-amine), C(=O)([O-])[O-].[Na+].[Na+] (Na2CO3), C1(=CC=CC=C1)B(O)O (phenylboronic acid). Reagents/catalysts: C1(=CC=CC=C1)P(C1=CC=CC=C1)C1=CC=CC=C1.C1(=CC=CC=C1)P(C1=CC=CC=C1)C1=CC=CC=C1.C1(=CC=CC=C1)P(C1=CC=CC=C1)C1=CC=CC=C1.C1(=CC=CC=C1)P(C1=CC=CC=C1)C1=CC=CC=C1.[Pd] (palladium tetrakis(triphenylphosphine)). The solvent is C(C)#N (acetonitrile), ClCCl (dichloromethane). The product is C1(=CC=CC=C1)C1=NC(=CC(=C1)NC1=CC=C(C=C1)C)C1=CC=CC=C1 ((2,6-diphenyl-pyridin-4-yl)-p-tolyl-amine). Yield: 172.4%. RXN SMILES: Cl[C:2]1[CH:7]=[C:6]([NH:8][C:9]2[CH:14]=[CH:13][C:12]([CH3:15])=[CH:11][CH:10]=2)[CH:5]=[C:4](Cl)[N:3]=1.C([O-])([O-])=O.[Na+].[Na+].[C:23]1(B(O)O)[CH:28]=[CH:27][CH:26]=[CH:25][CH:24]=1>C(#N)C.ClCCl.C1(P(C2C=CC=CC=2)C2C=CC=CC=2)C=CC=CC=1.C1(P(C2C=CC=CC=2)C2C=CC=CC=2)C=CC=CC=1.C1(P(C2C=CC=CC=2)C2C=CC=CC=2)C=CC=CC=1.C1(P(C2C=CC=CC=2)C2C=CC=CC=2)C=CC=CC=1.[Pd]>[C:23]1([C:2]2[CH:7]=[C:6]([NH:8][C:9]3[CH:14]=[CH:13][C:12]([CH3:15])=[CH:11][CH:10]=3)[CH:5]=[C:4]([C:9]3[CH:14]=[CH:13][CH:12]=[CH:11][CH:10]=3)[N:3]=2)[CH:28]=[CH:27][CH:26]=[CH:25][CH:24]=1 |f:1.2.3,7.8.9.10.11|. Reported procedure: To a mixture of (2,6-dichloro-pyridin-4-yl)-p-tolyl-amine (100.4 mg, 0.4 mmol) dissolved in acetonitrile (6 mL) and 2 M Na2CO3 (6 mL) was added phenylboronic acid (122.5 mg, 1 mmol) and palladium tetrakis(triphenylphosphine) (46.3 mg, 0.04 mmol). The resulting mixture was allowed to stir at reflux for 12 hours. The sample was diluted in dichloromethane and filtered through Celite™. The Celite™ was washed with dichloromethane, and the filtrate was washed two times with water and one time with bri... Reactants: O (water), C([O-])([O-])=O.[K+].[K+] (potassium carbonate), NC(N)=NC=1SC=C(N1)C=1OC(=CC1)CNC(CSCC=1OC=CC1)=O (2-(diaminomethyleneamino)-4-[5-{(furan-2-yl)methylthio}acetamidomethylfuran-2-yl]thiazole), ClC1=CC(=CC=C1)C(=O)OO (3-chloroperbenzoic acid). Solvent: C(C)(=O)OCC (ethyl acetate), O1CCCC1 (tetrahydrofuran), CN(C=O)C (N,N-dimethylformamide). Run at time 1.5 hour. Product: NC(N)=NC=1SC=C(N1)C=1OC(=CC1)CNC(CS(=O)CC=1OC=CC1)=O (2-(diaminomethyleneamino)-4-[5-{(furan-2-yl)methylsulfinyl}acetamidomethylfuran-2-yl]thiazole). The yield is 96.1%. As a reaction SMILES: [NH2:1][C:2](=[N:4][C:5]1[S:6][CH:7]=[C:8]([C:10]2[O:11][C:12]([CH2:15][NH:16][C:17](=[O:26])[CH2:18][S:19][CH2:20][C:21]3[O:22][CH:23]=[CH:24][CH:25]=3)=[CH:13][CH:14]=2)[N:9]=1)[NH2:3].ClC1C=CC=C(C(OO)=[O:35])C=1.O.C(=O)([O-])[O-].[K+].[K+]>O1CCCC1.CN(C)C=O.C(OCC)(=O)C>[NH2:1][C:2](=[N:4][C:5]1[S:6][CH:7]=[C:8]([C:10]2[O:11][C:12]([CH2:15][NH:16][C:17](=[O:26])[CH2:18][S:19]([CH2:20][C:21]3[O:22][CH:23]=[CH:24][CH:25]=3)=[O:35])=[CH:13][CH:14]=2)[N:9]=1)[NH2:3] |f:3.4.5|. Reported procedure: A mixture of 2-(diaminomethyleneamino)-4-[5-{(furan-2-yl)methylthio}acetamidomethylfuran-2-yl]thiazole (1.5 g) and 3-chloroperbenzoic acid (0.9 g) in a mixture of tetrahydrofuran (30 ml) and N,N-dimethylformamide (10 ml) was stirred for 1.5 hours at ambient temperature. To the reaction mixture was added a solution of water and ethyl acetate and the mixture was adjusted to pH 9.5 with 20% aqueous potassium carbonate. The separated organic layer was washed with brine and dried over magnesium sulfa... Procedure: To a solution of (±)-1-acetoxy-1-(3-carbamylmethoxyphenyl)-2-phenyl-2-(1,3-dithian-2-yl)-ethane (110 mg, 0.26 mmol) in 5 mL 9:1 (v/v) acetonitrile/water was added mercuric perchiorate (148 mg, 0.33 mmol). The solution was stirred for 15 min, filtered through a 0.45 mm PTFE syringe filter (Gelman) into a 5% sodium bicarbonate solution (10 mL), and extracted with 50 mL dichloromethane. The organic phase was dried and evaporated under reduced pressure to yield a colorless oil. Samples for analysis ... The reactants are C(C)(=O)OC(C(C1SCCCS1)C1=CC=CC=C1)C1=CC(=CC=C1)OCC(N)=O ((±)-1-acetoxy-1-(3-carbamylmethoxyphenyl)-2-phenyl-2-(1,3-dithian-2-yl)-ethane), mercuric perchiorate, C(C)#N.O (acetonitrile water). Product: C(C)(=O)OC(C(C1=CC=CC=C1)=O)C1=CC(=CC=C1)OCC(N)=O ((±)-O-acetyl-3'-carbamylmethoxybenzoin). As a reaction SMILES: [C:1]([O:4][CH:5]([C:19]1[CH:24]=[CH:23][CH:22]=[C:21]([O:25][CH2:26][C:27](=[O:29])[NH2:28])[CH:20]=1)[CH:6]([C:13]1[CH:18]=[CH:17][CH:16]=[CH:15][CH:14]=1)C1SCCCS1)(=[O:3])[CH3:2].C(#N)C.[OH2:33]>>[C:1]([O:4][CH:5]([C:19]1[CH:24]=[CH:23][CH:22]=[C:21]([O:25][CH2:26][C:27](=[O:29])[NH2:28])[CH:20]=1)[C:6](=[O:33])[C:13]1[CH:18]=[CH:17][CH:16]=[CH:15][CH:14]=1)(=[O:3])[CH3:2] |f:1.2|. Run at time 15 minute. Starting materials: COc1ccc(Cn2c(=O)c(=O)[nH]c3ccc4ccccc4c32)c(OC)c1, CN(C)C=O, Cc1ccccc1, O=C(Cl)Cl. Yields the product COc1ccc(Cn2c(=O)c(Cl)nc3ccc4ccccc4c32)c(OC)c1. RXN SMILES: [CH3:12][O:13][c:14]1[c:15]([CH2:16][n:17]2[c:18](=[O:32])[c:19](=[O:31])[nH:20][c:21]3[cH:22][cH:23][c:24]4[c:25]([c:26]23)[cH:27][cH:28][cH:29][cH:30]4)[cH:33][cH:34][c:35]([O:37][CH3:38])[cH:36]1.[CH3:39][N:40]([CH3:41])[CH:42]=[O:43].[CH3:5][c:6]1[cH:7][cH:8][cH:9][cH:10][cH:11]1.[Cl:1][C:2](=[O:3])[Cl:4]>>[Cl:1][c:19]1[c:18](=[O:32])[n:17]([CH2:16][c:15]2[c:14]([O:13][CH3:12])[cH:36][c:35]([O:37][CH3:38])[cH:34][cH:33]2)[c:26]2[c:21]([n:20]1)[cH:22][cH:23][c:24]1[c:25]2[cH:27][cH:28][cH:29][cH:30]1.